describe an organic reaction: reactants, conditions, products, and yield From a dataset of the Open Reaction Database (ORD), a public repository of structured organic reaction records. The reactants are N1N=CC2=C(C=CC=C12)C=1N=C(C2=C(N1)SC(=C2)C(=O)O)N2CCOCC2 (2-(1H-indazol-4-yl)-4-morpholinothieno[2,3-d]pyrimidine-6-carboxylic acid), CS(=O)(=O)N1CCNCC1 (1-methanesulfonylpiperazine). Yields the product N1N=CC2=C(C=CC=C12)C=1N=C(C2=C(N1)SC(=C2)C(=O)N2CCN(CC2)S(=O)(=O)C)N2CCOCC2 ((2-(1H-indazol-4-yl)-4-morpholinothieno[2,3-d]pyrimidin-6-yl)(4-methylsulfonylpiperazin-1-yl)methanone). RXN SMILES: [NH:1]1[C:9]2[C:4](=[C:5]([C:10]3[N:11]=[C:12]([N:22]4[CH2:27][CH2:26][O:25][CH2:24][CH2:23]4)[C:13]4[CH:18]=[C:17]([C:19]([OH:21])=O)[S:16][C:14]=4[N:15]=3)[CH:6]=[CH:7][CH:8]=2)[CH:3]=[N:2]1.[CH3:28][S:29]([N:32]1[CH2:37][CH2:36][NH:35][CH2:34][CH2:33]1)(=[O:31])=[O:30]>>[NH:1]1[C:9]2[C:4](=[C:5]([C:10]3[N:11]=[C:12]([N:22]4[CH2:27][CH2:26][O:25][CH2:24][CH2:23]4)[C:13]4[CH:18]=[C:17]([C:19]([N:35]5[CH2:36][CH2:37][N:32]([S:29]([CH3:28])(=[O:31])=[O:30])[CH2:33][CH2:34]5)=[O:21])[S:16][C:14]=4[N:15]=3)[CH:6]=[CH:7][CH:8]=2)[CH:3]=[N:2]1. Procedure details: 45 mg of 2-(1H-indazol-4-yl)-4-morpholinothieno[2,3-d]pyrimidine-6-carboxylic acid 14 was coupled to 1-methanesulfonylpiperazine via General Procedure B. The product was purified via reverse phase HPLC to give 55 mg of 125. MS (Q1) 528.1 (M)+. The product is CCOC(=O)C#CC1=Cc2cc(OC)c(OC)cc2CC1. Reaction SMILES: [C:23]([C:24]#[CH:25])(=[O:26])[O:27][CH2:28][CH3:29].[CH3:31][C:32](=[O:33])[O-:34].[CH3:35][N:36]([CH3:37])[CH:38]=[O:39].[F:1][C:2]([F:3])([F:4])[S:5]([O:6][C:7]1=[CH:8][c:9]2[cH:10][c:11]([O:19][CH3:20])[c:12]([O:17][CH3:18])[cH:13][c:14]2[CH2:15][CH2:16]1)(=[O:21])=[O:22].[Na+:30]>>[C:7]1([C:25]#[C:24][C:23](=[O:26])[O:27][CH2:28][CH3:29])=[CH:8][c:9]2[cH:10][c:11]([O:19][CH3:20])[c:12]([O:17][CH3:18])[cH:13][c:14]2[CH2:15][CH2:16]1. Starting materials: C#CC(=O)OCC, CC(=O)[O-], CN(C)C=O, COc1cc2c(cc1OC)CCC(OS(=O)(=O)C(F)(F)F)=C2, [Na+]. Reactants: CCOC(=O)C1(CO)CCN(C(=O)OC(C)(C)C)CC1, CO, [Li+], [OH-], O, O. Yields the product CC(C)(C)OC(=O)N1CCC(CO)(C(=O)O)CC1. RXN SMILES: [CH2:4]([CH3:5])[O:6][C:7](=[O:8])[C:9]1([CH2:22][OH:23])[CH2:10][CH2:11][N:12]([C:15](=[O:16])[O:17][C:18]([CH3:19])([CH3:20])[CH3:21])[CH2:13][CH2:14]1.[CH3:25][OH:26].[Li+:3].[OH-:2].[OH2:1].[OH2:24]>>[O:6]=[C:7]([OH:8])[C:9]1([CH2:22][OH:23])[CH2:10][CH2:11][N:12]([C:15](=[O:16])[O:17][C:18]([CH3:19])([CH3:20])[CH3:21])[CH2:13][CH2:14]1. Starting materials: C(C1=CC=CC=C1)NC1=NC2=C(N1CC)C=CC(=C2)N(C)C2=NC(=NC=C2)Cl (N2-Benzyl-N5-(2-chloro-pyrimidin-4-yl)-1-ethyl-N5-methyl-1H-benzoimidazole-2,5-diamine), NC=1C=CC(=C(C1)S(=O)(=O)N)C (5-amino-2-methyl-benzenesulfonamide). The product is Cl.C(C1=CC=CC=C1)NC1=NC2=C(N1CC)C=CC(=C2)N(C2=NC(=NC=C2)NC=2C=CC(=C(C2)S(=O)(=O)N)C)C (5-{4-[(2-Benzylamino-1-ethyl-1H-benzoimidazol-5-yl)-methyl-amino]-pyrimidin-2-ylamino}-2-methyl-benzenesulfonamide hydrochloride). RXN SMILES: [CH2:1]([NH:8][C:9]1[N:13]([CH2:14][CH3:15])[C:12]2[CH:16]=[CH:17][C:18]([N:20]([C:22]3[CH:27]=[CH:26][N:25]=[C:24]([Cl:28])[N:23]=3)[CH3:21])=[CH:19][C:11]=2[N:10]=1)[C:2]1[CH:7]=[CH:6][CH:5]=[CH:4][CH:3]=1.[NH2:29][C:30]1[CH:31]=[CH:32][C:33]([CH3:40])=[C:34]([S:36]([NH2:39])(=[O:38])=[O:37])[CH:35]=1>>[ClH:28].[CH2:1]([NH:8][C:9]1[N:13]([CH2:14][CH3:15])[C:12]2[CH:16]=[CH:17][C:18]([N:20]([CH3:21])[C:22]3[CH:27]=[CH:26][N:25]=[C:24]([NH:29][C:30]4[CH:31]=[CH:32][C:33]([CH3:40])=[C:34]([S:36]([NH2:39])(=[O:37])=[O:38])[CH:35]=4)[N:23]=3)=[CH:19][C:11]=2[N:10]=1)[C:2]1[CH:7]=[CH:6][CH:5]=[CH:4][CH:3]=1 |f:2.3|. Procedure: The title compound was prepared following the procedure of example one with N2-Benzyl-N5-(2-chloro-pyrimidin-4-yl)-1-ethyl-N5-methyl-1H-benzoimidazole-2,5-diamine (98 mg, 0.25 mmol) and 5-amino-2-methyl-benzenesulfonamide (46 mg, 0.25 mmol) as a white solid (83 mg, 58%). 1H NMR (300 MHz, d6-DMSO+NaHCO3) δ 9.54 (s, 1H), 8.56 (s, 1H), 7.80 (d, J=6.3 Hz, 1H), 7.68 (dd, J=8.2 and 1.6 Hz, 1H), 7.15-7.47 (m, 10H), 7.03 (d, J=7.8 Hz, 1H), 5.69 (d, J=6.0 Hz, 1H), 4.68 (d, J=5.7 Hz, 2H), 4.21 (m, 2H), 3.... Starting materials: [H-].[Na+] (sodium hydride), N=1C=CN2C1SC1=C(NC2=S)C=CC=C1 (imidazo[2,1-b][1,3,5]benzothiadiazepin-5(6H)-thione), N#CBr (cyanogen bromide). Solvent: O1CCCC1 (tetrahydrofuran), O1CCCC1 (tetrahydrofuran). Conditions: time 1 hour. Yields the product S(C#N)C=1N2C(SC3=C(N1)C=CC=C3)=NC=C2 (5-thiocyanatoimidazo[2,1-b][1,3,5]benzothiadiazepine). RXN SMILES: [H-].[Na+].[N:3]1[CH:4]=[CH:5][N:6]2[C:12](=[S:13])[NH:11][C:10]3[CH:14]=[CH:15][CH:16]=[CH:17][C:9]=3[S:8][C:7]=12.[N:18]#[C:19]Br>O1CCCC1>[S:13]([C:12]1[N:6]2[CH:5]=[CH:4][N:3]=[C:7]2[S:8][C:9]2[CH:17]=[CH:16][CH:15]=[CH:14][C:10]=2[N:11]=1)[C:19]#[N:18] |f:0.1|. Procedure: The starting material is prepared as follows: To the suspension of 1.44 g of 50% sodium hydride in mineral oil and 150 ml of dry tetrahydrofuran, 6.45 g of imidazo[2,1-b][1,3,5]benzothiadiazepin-5(6H)-thione are added in portions, and the mixture is stirred at room temperature under nitrogen for one hour. The resulting white suspension is cooled to 0° and the solution of 3.5 g of cyanogen bromide in 10 ml of tetrahydrofuran are added dropwise. The mixture is stirred at room temperature for 0.5 h... Reactants: O=C(n1ccnc1)n1ccnc1, Cn1cnnc1-c1ccc(N)cc1, CS(=O)(=O)O, NCc1ccc2c(c1)CN(C1CCC(=O)NC1=O)C2=O, CN(C)C=O. Product: Cn1cnnc1-c1ccc(NC(=O)NCc2ccc3c(c2)CN(C2CCC(=O)NC2=O)C3=O)cc1. Reaction SMILES: [C:14](=[O:15])([n:16]1[cH:17][cH:18][n:19][cH:20]1)[n:21]1[cH:22][cH:23][n:24][cH:25]1.[CH3:1][n:2]1[c:3](-[c:7]2[cH:8][cH:9][c:10]([NH2:13])[cH:11][cH:12]2)[n:4][n:5][cH:6]1.[CH3:26][S:27]([OH:28])(=[O:29])=[O:30].[NH2:31][CH2:32][c:33]1[cH:34][c:35]2[c:39]([cH:40][cH:41]1)[C:38](=[O:42])[N:37]([CH:43]1[C:44](=[O:50])[NH:45][C:46](=[O:49])[CH2:47][CH2:48]1)[CH2:36]2.[O:51]=[CH:52][N:53]([CH3:54])[CH3:55]>>[CH3:1][n:2]1[c:3](-[c:7]2[cH:8][cH:9][c:10]([NH:13][C:14](=[O:15])[NH:31][CH2:32][c:33]3[cH:34][c:35]4[c:39]([cH:40][cH:41]3)[C:38](=[O:42])[N:37]([CH:43]3[C:44](=[O:50])[NH:45][C:46](=[O:49])[CH2:47][CH2:48]3)[CH2:36]4)[cH:11][cH:12]2)[n:4][n:5][cH:6]1. Reactants: CC=1NC(=C(C(C1C(=O)OCC1=CC=CC=C1)C1=C(C=CC=C1)[N+](=O)[O-])C(=O)OCC)C(OCC)OCC (benzyl 2-methyl-4-(2-nitrophenyl)-5-ethoxycarbonyl-6-diethoxymethyl-1,4-dihydropyridine-3-carboxylate). The solvent is CC(=O)C (acetone), Cl (hydrochloric acid). Product: CC=1NC(=C(C(C1C(=O)OCC1=CC=CC=C1)C1=C(C=CC=C1)[N+](=O)[O-])C(=O)OCC)C=O (benzyl 2-methyl-4-(2-nitrophenyl)-5-ethoxycarbonyl-6-formyl-1,4-dihydropyridine-3-carboxylate). Yield: 100.9%. As a reaction SMILES: [CH3:1][C:2]1[NH:3][C:4]([CH:32](OCC)[O:33]CC)=[C:5]([C:27]([O:29][CH2:30][CH3:31])=[O:28])[CH:6]([C:18]2[CH:23]=[CH:22][CH:21]=[CH:20][C:19]=2[N+:24]([O-:26])=[O:25])[C:7]=1[C:8]([O:10][CH2:11][C:12]1[CH:17]=[CH:16][CH:15]=[CH:14][CH:13]=1)=[O:9]>CC(C)=O.Cl>[CH3:1][C:2]1[NH:3][C:4]([CH:32]=[O:33])=[C:5]([C:27]([O:29][CH2:30][CH3:31])=[O:28])[CH:6]([C:18]2[CH:23]=[CH:22][CH:21]=[CH:20][C:19]=2[N+:24]([O-:26])=[O:25])[C:7]=1[C:8]([O:10][CH2:11][C:12]1[CH:13]=[CH:14][CH:15]=[CH:16][CH:17]=1)=[O:9]. Procedure details: In a substantially similar manner to that of Example 2-6), was treated a mixture of benzyl 2-methyl-4-(2-nitrophenyl)-5-ethoxycarbonyl-6-diethoxymethyl-1,4-dihydropyridine-3-carboxylate (1.5 g) in acetone (15 ml) and 6N hydrochloric acid (1.5 ml) to give a reddish brown oil which was crystallized and washed with n-hexane to give crystals (1.30 g) of benzyl 2-methyl-4-(2-nitrophenyl)-5-ethoxycarbonyl-6-formyl-1,4-dihydropyridine-3-carboxylate. Reactants: O (water), [OH-].[Na+] (sodium hydroxide), C(#N)C1(CCCCC1)CC(=O)OCC (ethyl 1-cyanocyclohexaneacetate). Run in CO (methanol). Run at temperature 50 celsius, time 1 hour. Yields the product C(#N)C1(CCCCC1)CC(=O)O (1-Cyanocyclohexaneacetic Acid). As a reaction SMILES: O.[OH-].[Na+].[C:4]([C:6]1([CH2:12][C:13]([O:15]CC)=[O:14])[CH2:11][CH2:10][CH2:9][CH2:8][CH2:7]1)#[N:5]>CO>[C:4]([C:6]1([CH2:12][C:13]([OH:15])=[O:14])[CH2:11][CH2:10][CH2:9][CH2:8][CH2:7]1)#[N:5] |f:1.2|. Reported procedure: To a suitable reactor is charged 120 L of water, 32 kg of 50% aqueous sodium hydroxide solution, 21 L of methanol, and 70 kg of ethyl 1-cyanocyclohexaneacetate. This mixture is stirred at 50° C. for 1 hour, after which 40 to 60 L of solvent is removed by vacuum distillation while maintaining a temperature of below 50° C. After cooling to 20° to 25° C., the reaction mixture is filtered through a 0.45 micron Pall filter. The filtered solution is then diluted with 70 L of water and extracted with 2... Reactants: CCOC(=O)CC(=O)OCC, C1CCNCC1, CC(=O)O, CCOC(C)=O, ClCCl, Nc1ncc(C=O)s1, CN(C)C=O. The product is CCOC(=O)C(=Cc1cnc(N)s1)C(=O)OCC. As a reaction SMILES: [C:9]([CH2:10][C:11](=[O:12])[O:13][CH2:14][CH3:15])(=[O:16])[O:17][CH2:18][CH3:19].[CH2:20]1[CH2:21][CH2:22][NH:23][CH2:24][CH2:25]1.[CH3:26][C:27](=[O:28])[OH:29].[CH3:38][CH2:39][O:40][C:41]([CH3:42])=[O:43].[Cl:30][CH2:31][Cl:32].[NH2:1][c:2]1[s:3][c:4]([CH:7]=[O:8])[cH:5][n:6]1.[O:33]=[CH:34][N:35]([CH3:36])[CH3:37]>>[NH2:1][c:2]1[s:3][c:4]([CH:7]=[C:10]([C:9](=[O:16])[O:17][CH2:18][CH3:19])[C:11](=[O:12])[O:13][CH2:14][CH3:15])[cH:5][n:6]1. Starting materials: CC(C#C/C=C/CN(C)CC=1C=C(C=CC1)C(CC)=O)(C)C (trans-3′-[N-(6,6-Dimethyl-2-hepten-4-ynyl)-N-methylaminomethyl]propiophenone), C(CCC)[Li] (n-butyl lithium), CCCCCC (n-hexane), ice water. The reagents and catalysts are [Br-].C[P+](C1=CC=CC=C1)(C1=CC=CC=C1)C1=CC=CC=C1 (Methyl triphenylphosphonium bromide). Run in C1=CC=CC=C1 (benzene), C1=CC=CC=C1 (benzene). Yields the product CC(C#C/C=C/CN(C)CC1=CC(=CC=C1)C(=C)CC)(C)C (trans-N-(6,6-Dimethyl-2-hepten-4-ynyl)-N-methyl-[3-(1-ethylvinyl)benzyl]amine). The yield is 50.5%. RXN SMILES: [CH2:1]([Li])CCC.CCCCCC.[CH3:12][C:13]([CH3:33])([CH3:32])[C:14]#[C:15]/[CH:16]=[CH:17]/[CH2:18][N:19]([CH2:21][C:22]1[CH:23]=[C:24]([C:28](=O)[CH2:29][CH3:30])[CH:25]=[CH:26][CH:27]=1)[CH3:20]>[Br-].C[P+](C1C=CC=CC=1)(C1C=CC=CC=1)C1C=CC=CC=1.C1C=CC=CC=1>[CH3:12][C:13]([CH3:33])([CH3:32])[C:14]#[C:15]/[CH:16]=[CH:17]/[CH2:18][N:19]([CH2:21][C:22]1[CH:27]=[CH:26][CH:25]=[C:24]([C:28]([CH2:29][CH3:30])=[CH2:1])[CH:23]=1)[CH3:20] |f:3.4|. Reported procedure: Methyl triphenylphosphonium bromide (0.72 g; 2.01 mmol) was added to benzene (15 ml). While the mixture was stirred under nitrogen atmosphere at room temperature, n-butyl lithium in n-hexane (1.56 M: 1.3 ml; 2.03 mmol) was added dropwise. The mixture was stirred for 5 minutes, and Compound 23 (0.40 g; 1.34 mmol) in benzene (5 ml) was added dropwise thereto, followed by heating under reflux for 2 hours. The mixture was brought to room temperature, and poured into ice/water, followed by extraction...